This data is from the Open Reaction Database (ORD), a public repository of structured organic reaction records. The task is: describe an organic reaction: reactants, conditions, products, and yield Reactants: FC1=C(C#N)C=CC=C1 (2-fluorobenzonitrile), [N+](=[N-])=C1C(CCCC1=O)=O (2-diazocyclohexane-1,3-dione). Reagents/catalysts: C(C)(=O)[O-].[Rh+3].C(C)(=O)[O-].C(C)(=O)[O-] (rhodium acetate). Run in FC1=C(C(=C(C(=C1F)F)F)F)F (perfluorobenzene), FC1=C(C(=C(C(=C1F)F)F)F)F (perfluorobenzene). Run at temperature 60 celsius. Product: FC1=C(C=CC=C1)C=1OC2=C(N1)C(CCC2)=O (2-(2-fluorophenyl)-6,7-dihydro-1,3-benzoxazol-4 (5H)-one). Reaction SMILES: [F:1][C:2]1[CH:9]=[CH:8][CH:7]=[CH:6][C:3]=1[C:4]#[N:5].[N+](=[C:12]1[C:17](=[O:18])[CH2:16][CH2:15][CH2:14][C:13]1=[O:19])=[N-]>FC1C(F)=C(F)C(F)=C(F)C=1F.C([O-])(=O)C.[Rh+3].C([O-])(=O)C.C([O-])(=O)C>[F:1][C:2]1[CH:9]=[CH:8][CH:7]=[CH:6][C:3]=1[C:4]1[O:18][C:17]2[CH2:16][CH2:15][CH2:14][C:13](=[O:19])[C:12]=2[N:5]=1 |f:3.4.5.6|. Procedure details: A mixture of rhodium acetate (32 mg, 72 μmol) and 2-fluorobenzonitrile (2.31 ml; 22 mmol) in perfluorobenzene (5 ml) is treated at 60° C. dropwise by a solution of diazocyclohexanedione (obtained in Stage 66.1; 1 g; 7.24 mmol) in 5 ml of perfluorobenzene. The reaction medium is maintained at 60° C. until exhaustion of the release of nitrogen (1 hour; TLC on SiO2: 2% MeOH/CH2Cl2). After cooling down to ambient temperature and filtration, the solvent of the filtrate is evaporated. The residue is p... The reactants are O=CCC(O)C(O)C(O)CO, OCc1ccccc1. Yields the product OCC1OC(OCc2ccccc2)CC(O)C1O. As a reaction SMILES: [O:1]=[CH:2][CH2:3][CH:4]([OH:5])[CH:6]([OH:7])[CH:8]([OH:9])[CH2:10][OH:11].[OH:12][CH2:13][c:14]1[cH:15][cH:16][cH:17][cH:18][cH:19]1>>[O:1]([CH:2]1[CH2:3][CH:4]([OH:5])[CH:6]([OH:7])[CH:8]([CH2:10][OH:11])[O:9]1)[CH2:13][c:14]1[cH:15][cH:16][cH:17][cH:18][cH:19]1. Reactants: BrC=1N=CC(=NC1C1=CC(=CC=C1)F)N (5-bromo-6-(3-fluorophenyl)pyrazin-2-amine), S1C=NC=C1 (thiazole), C(C)(=O)[O-].[K+] (potassium acetate). The reagents and catalysts are C=1C=CC(=CC1)[P](C=2C=CC=CC2)(C=3C=CC=CC3)[Pd]([P](C=4C=CC=CC4)(C=5C=CC=CC5)C=6C=CC=CC6)([P](C=7C=CC=CC7)(C=8C=CC=CC8)C=9C=CC=CC9)[P](C=1C=CC=CC1)(C=1C=CC=CC1)C=1C=CC=CC1 (Pd(PPh3)4). Solvent: CN(C(C)=O)C (N,N-dimethylacetamide). Run at temperature 150 celsius, time 8 hour. The product is FC=1C=C(C=CC1)C1=C(N=CC(=N1)N)C1=CN=CS1 (6-(3-Fluorophenyl)-5-(1,3-thiazol-5-yl)pyrazin-2-amine). Isolated yield 14.9%. As a reaction SMILES: Br[C:2]1[N:3]=[CH:4][C:5]([NH2:15])=[N:6][C:7]=1[C:8]1[CH:13]=[CH:12][CH:11]=[C:10]([F:14])[CH:9]=1.[S:16]1[CH:20]=[CH:19][N:18]=[CH:17]1.C([O-])(=O)C.[K+]>CN(C)C(=O)C.C1C=CC([P]([Pd]([P](C2C=CC=CC=2)(C2C=CC=CC=2)C2C=CC=CC=2)([P](C2C=CC=CC=2)(C2C=CC=CC=2)C2C=CC=CC=2)[P](C2C=CC=CC=2)(C2C=CC=CC=2)C2C=CC=CC=2)(C2C=CC=CC=2)C2C=CC=CC=2)=CC=1>[F:14][C:10]1[CH:9]=[C:8]([C:7]2[N:6]=[C:5]([NH2:15])[CH:4]=[N:3][C:2]=2[C:20]2[S:16][CH:17]=[N:18][CH:19]=2)[CH:13]=[CH:12][CH:11]=1 |f:2.3,^1:35,37,56,75|. Procedure: A mixture of 5-bromo-6-(3-fluorophenyl)pyrazin-2-amine (Preparation 1, 100 mg, 0.37 mmol), thiazole (0.06 mL, 0.88 mmol) and potassium acetate (54 mg, 0.56 mmol) in N,N-dimethylacetamide (1 mL) was degassed with argon. The catalyst Pd(PPh3)4 (23 mg, 0.02 mmol, 5 mol %) was added and degassing was repeated. The mixture was heated to 150° C. in a sealed tube and stirred overnight. The mixture was cooled and ethyl acetate and aqueous NH4Cl were added. The aqueous layer was extracted with ethyl acet... Reactants: CC1(OB(OC1(C)C)C=1C=NNC1)C (4-(4,4,5,5-tetramethyl-1,3,2-dioxaborolan-2-yl)-1H-pyrazole), C([O-])([O-])=O.[Cs+].[Cs+] (cesium carbonate), [I-].[Na+] (sodium iodide), BrCC[C@](C(=O)OCC)(S(=O)(=O)C)C ((R)-ethyl 4-bromo-2-methyl-2-(methylsulfonyl)butanoate). The solvent is C(C)#N (acetonitrile). Reaction conditions: temperature 50 celsius. Yields the product C[C@](C(=O)OCC)(CCN1N=CC(=C1)B1OC(C(O1)(C)C)(C)C)S(=O)(=O)C (ethyl (2R)-2-methyl-2-(methylsulfonyl)-4-[4-(4,4,5,5-tetramethyl-1,3,2-dioxaborolan-2-yl)-1H-pyrazol-1-yl]butanoate). Isolated yield 49.1%. RXN SMILES: [CH3:1][C:2]1([CH3:14])[C:6]([CH3:8])([CH3:7])[O:5][B:4]([C:9]2[CH:10]=[N:11][NH:12][CH:13]=2)[O:3]1.C(=O)([O-])[O-].[Cs+].[Cs+].[I-].[Na+].Br[CH2:24][CH2:25][C@@:26]([CH3:36])([S:32]([CH3:35])(=[O:34])=[O:33])[C:27]([O:29][CH2:30][CH3:31])=[O:28]>C(#N)C>[CH3:36][C@@:26]([S:32]([CH3:35])(=[O:33])=[O:34])([CH2:25][CH2:24][N:12]1[CH:13]=[C:9]([B:4]2[O:5][C:6]([CH3:7])([CH3:8])[C:2]([CH3:14])([CH3:1])[O:3]2)[CH:10]=[N:11]1)[C:27]([O:29][CH2:30][CH3:31])=[O:28] |f:1.2.3,4.5|. Procedure details: To a solution of 4-(4,4,5,5-tetramethyl-1,3,2-dioxaborolan-2-yl)-1H-pyrazole (0.8 g, 4.12 mmol) in acetonitrile (10 mL) was added cesium carbonate (3.36 g, 10.3 mmol, 2.5 eq), sodium iodide (0.124 g, 0.825 mmol, 0.2 eq) and (R)-ethyl 4-bromo-2-methyl-2-(methylsulfonyl)butanoate (1.54 g, 5.36 mmol, 1.3 eq). The mixture was heated at 50° C. overnight. The reaction mixture was filtered over a pad of diatomateous earth and the filtrate was evaporated to dryness. The crude product was purified by fla... Reaction SMILES: [C:1](=[O:2])([O-:3])[O-:4].[C:7]([CH2:8][C:9](=[O:10])[O:11][CH3:12])(=[O:13])[O:14][CH3:15].[CH3:28][c:29]1[cH:30][cH:31][cH:32][cH:33][cH:34]1.[CH3:35][C:36]#[N:37].[ClH:27].[F:16][c:17]1[c:18]([N+:24](=[O:25])[O-:26])[cH:19][cH:20][c:21]([F:23])[cH:22]1.[K+:5].[K+:6]>>[C:7]([CH:8]([C:9](=[O:10])[O:11][CH3:12])[c:17]1[c:18]([N+:24](=[O:25])[O-:26])[cH:19][cH:20][c:21]([F:23])[cH:22]1)(=[O:13])[O:14][CH3:15]. Starting materials: O=C([O-])[O-], COC(=O)CC(=O)OC, Cc1ccccc1, CC#N, Cl, O=[N+]([O-])c1ccc(F)cc1F, [K+], [K+]. The product is COC(=O)C(C(=O)OC)c1cc(F)ccc1[N+](=O)[O-]. Starting materials: BrCC1=CC=C(C=C1)C1=CC=C(C=C1)CBr (4,4'-bis (bromomethyl) biphenyl), C(C)OP(OCC)OCC (triethyl-phosphite). Run at temperature 140 celsius. Product: P(=O)(O)(O)CC1=CC=C(C=C1)C1=CC=C(C=C1)CP(=O)(O)O (4,4'-bis (phosphonomethyl) biphenyl). Yield: 123.1%. Reaction SMILES: Br[CH2:2][C:3]1[CH:8]=[CH:7][C:6]([C:9]2[CH:14]=[CH:13][C:12]([CH2:15]Br)=[CH:11][CH:10]=2)=[CH:5][CH:4]=1.C([O:19][P:20]([O:24]CC)[O:21]CC)C>>[P:20]([CH2:2][C:3]1[CH:8]=[CH:7][C:6]([C:9]2[CH:14]=[CH:13][C:12]([CH2:15][P:20]([OH:24])([OH:21])=[O:19])=[CH:11][CH:10]=2)=[CH:5][CH:4]=1)([OH:24])([OH:21])=[O:19]. Reported procedure: 16.97 g (49.9 mmoles) of 4,4'-bis (bromomethyl) biphenyl and 52.04 ml (299.4 mmoles) of triethyl-phosphite are placed in a 250 ml flask which has a cooler and oil heating bath. The mixture is heated to 140° C. under magnetic agitation for 5 hours. On completion the excess triethyl-phosphite is separated by distillation and the white solid residue, redissolved in 50 ml of ethanol, is evaporated to dryness under vacuum, this operation being repeated twice. The residue is dissolved in 30 ml of etha...